From a dataset of the Open Reaction Database (ORD), a public repository of structured organic reaction records. describe an organic reaction: reactants, conditions, products, and yield The reactants are ClC1=CC=C(C=C1)NC=1C(=CC=C(C1)C)N (N-(4-chlorophenyl)-5-methylbenzene-1,2-diamine), C(C(=O)C)(=O)OCC (ethyl pyruvate). Yields the product ClC1=CC=C(C=C1)N1C(C(=NC2=CC=C(C=C12)C)C)=O (1-(4-Chlorophenyl)-1,2-dihydro-3,7-dimethylquinoxalin-2-one). As a reaction SMILES: [Cl:1][C:2]1[CH:7]=[CH:6][C:5]([NH:8][C:9]2[C:10]([NH2:16])=[CH:11][CH:12]=[C:13]([CH3:15])[CH:14]=2)=[CH:4][CH:3]=1.[C:17](OCC)(=[O:21])[C:18]([CH3:20])=O>>[Cl:1][C:2]1[CH:7]=[CH:6][C:5]([N:8]2[C:9]3[C:10](=[CH:11][CH:12]=[C:13]([CH3:15])[CH:14]=3)[N:16]=[C:18]([CH3:20])[C:17]2=[O:21])=[CH:4][CH:3]=1. Procedure: Preparation as in Example 1 but using N-(4-chlorophenyl)-5-methylbenzene-1,2-diamine and ethyl pyruvate gave the title compound mp 144°-145° C. Starting materials: COC(=O)CNC(=O)c1nc(C(F)(F)F)n2c1CN(C(=O)CC(Cc1cc(F)c(F)cc1F)NC(=O)OC(C)(C)C)CC2, CCOC(C)=O, Cl. The product is COC(=O)CNC(=O)c1nc(C(F)(F)F)n2c1CN(C(=O)CC(N)Cc1cc(F)c(F)cc1F)CC2, Cl. RXN SMILES: [CH3:1][O:2][C:3]([CH2:4][NH:5][C:6](=[O:7])[c:8]1[n:9][c:10]([C:39]([F:40])([F:41])[F:42])[n:11]2[c:12]1[CH2:13][N:14]([C:17]([CH2:18][CH:19]([CH2:20][c:21]1[c:22]([F:29])[cH:23][c:24]([F:28])[c:25]([F:27])[cH:26]1)[NH:30][C:31]([O:32][C:33]([CH3:34])([CH3:35])[CH3:36])=[O:37])=[O:38])[CH2:15][CH2:16]2)=[O:43].[CH3:45][CH2:46][O:47][C:48](=[O:49])[CH3:50].[ClH:44]>>[CH3:1][O:2][C:3]([CH2:4][NH:5][C:6](=[O:7])[c:8]1[n:9][c:10]([C:39]([F:40])([F:41])[F:42])[n:11]2[c:12]1[CH2:13][N:14]([C:17]([CH2:18][CH:19]([CH2:20][c:21]1[c:22]([F:29])[cH:23][c:24]([F:28])[c:25]([F:27])[cH:26]1)[NH2:30])=[O:38])[CH2:15][CH2:16]2)=[O:43].[ClH:44].